Task: describe an organic reaction: reactants, conditions, products, and yield. Dataset: the Open Reaction Database (ORD), a public repository of structured organic reaction records Starting materials: C1(C=2C(C(N1CCCOC1=CC=C(C=C1)C=1C=C(C(NC1C)=O)C#N)=O)=CC=CC2)=O (5-(4-phthalimidopropyloxyphenyl)-6-methyl-2-oxo-1,2-dihydro-3-pyridinecarbonitrile), O.NN (hydrazine monohydrate). The solvent is C(C)O (ethanol). The product is NCCCOC1=CC=C(C=C1)C=1C=C(C(NC1C)=O)C#N (5-(4-aminopropyloxyphenyl)-6-methyl-2-oxo-1,2-dihydro-3-pyridinecarbonitrile). Isolated yield 67.7%. As a reaction SMILES: C1(=O)[N:5]([CH2:6][CH2:7][CH2:8][O:9][C:10]2[CH:15]=[CH:14][C:13]([C:16]3[CH:17]=[C:18]([C:24]#[N:25])[C:19](=[O:23])[NH:20][C:21]=3[CH3:22])=[CH:12][CH:11]=2)C(=O)C2=CC=CC=C12.O.NN>C(O)C>[NH2:5][CH2:6][CH2:7][CH2:8][O:9][C:10]1[CH:11]=[CH:12][C:13]([C:16]2[CH:17]=[C:18]([C:24]#[N:25])[C:19](=[O:23])[NH:20][C:21]=2[CH3:22])=[CH:14][CH:15]=1 |f:1.2|. Procedure: A solution of 1.885 g (4.70 mmol) of 5-(4-phthalimidopropyloxyphenyl)-6-methyl-2-oxo-1,2-dihydro-3-pyridinecarbonitrile and 251 μl (5.17 mmol) of hydrazine monohydrate in 50 ml of ethanol is heated 16 hr at reflux. The volatiles are removed under vacuum and the residue is taken up in 15 ml of 1:1 CHCl3 :CH3 and flashchromatographed through a 6 inch length column of silica gel (90:10:2 CHCl3 :CH3OH:NH4OH). The solid obtained form the chromatography is recrystallized from CHCl3 :CH3OH to give 901 ... Starting materials: BrBr (bromine), [OH-].[Na+] (sodium hydroxide), Cl (hydrochloric acid), OC1=C(C(=O)O)C=CC=N1 (2-hydroxy-nicotinic acid), [OH-].[Na+] (sodium hydroxide), Br[O-].[Na+] (sodium hypobromite), Br[O-].[Na+] (sodium hypobromite). Run in O (water), O (water). Reaction conditions: time 24 hour. Yields the product BrC=1C=C(C(=NC1)O)C(=O)O (5-Bromo-2-hydroxy-3-pyridinecarboxylic acid). The yield is 63.5%. Reaction SMILES: [OH:1][C:2]1[N:10]=[CH:9][CH:8]=[CH:7][C:3]=1[C:4]([OH:6])=[O:5].[OH-].[Na+].[Br:13][O-].[Na+].BrBr.Cl>O>[Br:13][C:8]1[CH:7]=[C:3]([C:4]([OH:6])=[O:5])[C:2]([OH:1])=[N:10][CH:9]=1 |f:1.2,3.4|. Reported procedure: To a solution of 10 g (0.07 mole) of 2-hydroxy-nicotinic acid in 16.8 g of 50% sodium hydroxide (0.21 mole) diluted with 25 ml of water was added 200 ml of sodium hypobromite solution prepared by adding 13.6 g (0.17 mole) of bromine to a solution of 20.16 g of 50% sodium hydroxide (0.25 mole) in 125 ml of water at 0° C. diluted to 400 ml. After 24 hrs of stirring at room temperature, another 100 ml portion of the above sodium hypobromite solution was added and the reaction solution was stirred f... Starting materials: C(#N)C1=CC=NC=C1 (4-cyanopyridine), [Na] (sodium), CN(N)C(C1=CC=NC=C1)=O (N-methylisonicotinic acid hydrazide). The solvent is CO (methanol), CO (methanol). Conditions: time 0.5 hour. Yields the product CN1N=C(N=C1C1=CC=NC=C1)C1=CC=NC=C1 (1-methyl-3,5-di(4-pyridyl)-1,2,4-triazole). As a reaction SMILES: [C:1]([C:3]1[CH:8]=[CH:7][N:6]=[CH:5][CH:4]=1)#[N:2].[Na].[CH3:10][N:11]([C:13](=O)[C:14]1[CH:19]=[CH:18][N:17]=[CH:16][CH:15]=1)[NH2:12]>CO>[CH3:10][N:11]1[C:13]([C:14]2[CH:19]=[CH:18][N:17]=[CH:16][CH:15]=2)=[N:2][C:1]([C:3]2[CH:8]=[CH:7][N:6]=[CH:5][CH:4]=2)=[N:12]1 |^1:8|. Procedure: To a solution of 4-cyanopyridine (4.1 grams, 0.04 mole) in methanol (60 ml.) is added sodium (0.2 grams). The resulting solution is allowed to stand at room temperature for 1/2 hour and is then added to a solution of N-methylisonicotinic acid hydrazide (6 grams, 0.04 mole) in methanol (80 ml.). The solution is refluxed for 3 hours and is then concentrated until a solid separates out of solution. The solid is collected by filtration and, upon recrystallization from ethanol, 1-methyl-3,5-di(4-pyri... Procedure details: A solution of n-BuLi (2.5 M in hexanes, 0.84 mL, 2.1 mmol) was added dropwise by syringe to a solution of 6-bromo-4-chloro-3-(4-fluorobenzyl)-2-methoxyquinoline (0.826 g, 2.17 mmol, Intermediate 7: step d) in dry THF (11 mL) in a dry ice-acetone bath. After 1-2 minutes, a solution of 2,6-dimethylnicotinaldehyde (0.23 mL, 1.8 mmol) in dry THF (3 mL) was added dropwise. The reaction was stirred for 5 minutes, then was removed from the cold bath and allowed to warm to room temperature. The reaction... Conditions: time 1.5 minute. Product: ClC1=C(C(=NC2=CC=C(C=C12)C(O)C=1C(=NC(=CC1)C)C)OC)CC1=CC=C(C=C1)F ((4-Chloro-3-(4-fluorobenzyl)-2-methoxyquinolin-6-yl)(2,6-dimethylpyridin-3-yl)methanol). RXN SMILES: [Li]CCCC.Br[C:7]1[CH:8]=[C:9]2[C:14](=[CH:15][CH:16]=1)[N:13]=[C:12]([O:17][CH3:18])[C:11]([CH2:19][C:20]1[CH:25]=[CH:24][C:23]([F:26])=[CH:22][CH:21]=1)=[C:10]2[Cl:27].[CH3:28][C:29]1[N:36]=[C:35]([CH3:37])[CH:34]=[CH:33][C:30]=1[CH:31]=[O:32]>C1COCC1>[Cl:27][C:10]1[C:9]2[C:14](=[CH:15][CH:16]=[C:7]([CH:31]([C:30]3[C:29]([CH3:28])=[N:36][C:35]([CH3:37])=[CH:34][CH:33]=3)[OH:32])[CH:8]=2)[N:13]=[C:12]([O:17][CH3:18])[C:11]=1[CH2:19][C:20]1[CH:25]=[CH:24][C:23]([F:26])=[CH:22][CH:21]=1. Starting materials: CC1=C(C=O)C=CC(=N1)C (2,6-dimethylnicotinaldehyde), [Li]CCCC (n-BuLi), BrC=1C=C2C(=C(C(=NC2=CC1)OC)CC1=CC=C(C=C1)F)Cl (6-bromo-4-chloro-3-(4-fluorobenzyl)-2-methoxyquinoline), BrC=1C=C2C(=C(C(=NC2=CC1)OC)CC1=CC=C(C=C1)F)Cl (6-bromo-4-chloro-3-(4-fluorobenzyl)-2-methoxyquinoline). Solvent: C1CCOC1 (THF), C1CCOC1 (THF). Reactants: CCO, CC(OC1CCCCO1)C(O)(Cn1cncn1)c1cc(F)c(F)cc1F, Cc1ccc(S(=O)(=O)[O-])cc1, c1cc[nH+]cc1. Yields the product CC(O)C(O)(Cn1cncn1)c1cc(F)c(F)cc1F. Reaction SMILES: [CH3:44][CH2:45][OH:46].[F:1][c:2]1[c:3]([C:10]([CH2:11][n:12]2[n:13][cH:14][n:15][cH:16]2)([CH:17]([CH3:18])[O:19][CH:20]2[CH2:21][CH2:22][CH2:23][CH2:24][O:25]2)[OH:26])[cH:4][c:5]([F:9])[c:6]([F:8])[cH:7]1.[c:27]1([CH3:28])[cH:29][cH:30][c:31]([S:32]([O-:33])(=[O:34])=[O:35])[cH:36][cH:37]1.[nH+:38]1[cH:39][cH:40][cH:41][cH:42][cH:43]1>>[F:1][c:2]1[c:3]([C:10]([CH2:11][n:12]2[n:13][cH:14][n:15][cH:16]2)([CH:17]([CH3:18])[OH:19])[OH:26])[cH:4][c:5]([F:9])[c:6]([F:8])[cH:7]1. The reactants are ClC=1C=C(C=CC1Cl)N=C=O (3,4-dichlorophenyl isocyanate), OC[C@](N)(C(=O)O)C1=CC=CC=C1 ((S)-2-hydroxymethyl-2-phenylglycine), Cl (hydrochloric acid), ClC=1C=C(C=CC1Cl)N=C=O (3,4-dichlorophenyl isocyanate). Solvent: O1CCOCC1 (dioxan), [OH-].[Na+] (sodium hydroxide), [OH-].[Na+] (sodium hydroxide), O1CCOCC1 (dioxan). Conditions: time 1 hour. Product: ClC=1C=C(C=CC1Cl)N1C(N[C@@](C1=O)(C1=CC=CC=C1)CO)=O ((S)-1-(3,4-Dichlorophenyl)-4-hydroxymethyl-4-phenylimidazolidine-2,5-dione). As a reaction SMILES: [OH:1][CH2:2][C@@:3]([C:8]1[CH:13]=[CH:12][CH:11]=[CH:10][CH:9]=1)([C:5]([OH:7])=O)[NH2:4].[Cl:14][C:15]1[CH:16]=[C:17]([N:22]=[C:23]=[O:24])[CH:18]=[CH:19][C:20]=1[Cl:21].Cl>[OH-].[Na+].O1CCOCC1>[Cl:14][C:15]1[CH:16]=[C:17]([N:22]2[C:5](=[O:7])[C@@:3]([CH2:2][OH:1])([C:8]3[CH:13]=[CH:12][CH:11]=[CH:10][CH:9]=3)[NH:4][C:23]2=[O:24])[CH:18]=[CH:19][C:20]=1[Cl:21] |f:3.4|. Reported procedure: 217 mg of (S)-2-hydroxymethyl-2-phenylglycine (prepared according to A. Olma, Polish J. Chem., 70, (1996), 1442-1447) are dissolved in 5 mL of 0.5 N aqueous sodium hydroxide. 300 mg of 3,4-dichlorophenyl isocyanate dissolved in 5 mL dioxan are slowly added over 10 min then the mixture is stirred for 1 h, the pH is around 7 to 7.5. 3 mL of 0.5 N aqueous sodium hydroxide are added to make the pH alkaline then 300 mg of 3,4-dichlorophenyl isocyanate dissolved in 5 mL dioxan are slowly added again. ... The reactants are OC1=C2C(=NC=C1C(=O)OCC)N(N=C2)C2=CC=CC=C2 (ethyl 4-hydroxy-1-phenyl-1H-pyrazolo[3,4-b]pyridine-5-carboxylate), P(=O)(Cl)(Cl)Cl (phosphorus oxychloride). The product is ClC1=C2C(=NC=C1C(=O)OCC)N(N=C2)C2=CC=CC=C2 (Ethyl 4-chloro-1-phenyl-1H-pyrazolo[3,4-b]pyridine-5-carboxylate). Yield: 97.8%. Reaction SMILES: O[C:2]1[C:7]([C:8]([O:10][CH2:11][CH3:12])=[O:9])=[CH:6][N:5]=[C:4]2[N:13]([C:16]3[CH:21]=[CH:20][CH:19]=[CH:18][CH:17]=3)[N:14]=[CH:15][C:3]=12.P(Cl)(Cl)([Cl:24])=O>>[Cl:24][C:2]1[C:7]([C:8]([O:10][CH2:11][CH3:12])=[O:9])=[CH:6][N:5]=[C:4]2[N:13]([C:16]3[CH:21]=[CH:20][CH:19]=[CH:18][CH:17]=3)[N:14]=[CH:15][C:3]=12. Reported procedure: A mixture of 5.76 g (20.33 mmol) of ethyl 4-hydroxy-1-phenyl-1H-pyrazolo[3,4-b]pyridine-5-carboxylate and 15.58 g of phosphorus oxychloride was refluxed 1.5 hr, chilled and poured slowly onto crushed ice. The mixture was filtered and the solid washed with ice-water and dried to give 6.0 g of solid, m.p. 89-91° C.